Dataset: the Open Reaction Database (ORD), a public repository of structured organic reaction records. Task: describe an organic reaction: reactants, conditions, products, and yield Reactants: CCOC(=O)NC(C)C(=O)Nc1cc(Cc2[nH+][nH]c(=O)c(C)c2C)ccc1F, CN(C)c1ccncc1, CC#N, O=C([O-])C(F)(F)F, CN(C)C=O, O. Product: O=C([O-])C(F)(F)F, Cc1c(Cc2ccc(F)c(N3C(=O)NC(C)C3=O)c2)[nH+][nH]c(=O)c1C. RXN SMILES: [CH2:8]([O:10][C:11](=[O:9])[NH:13][CH:14]([CH3:15])[C:16](=[O:17])[NH:18][c:19]1[cH:20][c:21]([CH2:22][c:23]2[c:24]([CH3:31])[c:25]([CH3:30])[c:26](=[O:29])[nH:27][nH+:28]2)[cH:32][cH:33][c:34]1[F:35])[CH3:12].[CH3:41][N:42]([c:43]1[cH:44][cH:45][n:46][cH:47][cH:48]1)[CH3:49].[CH3:51][C:52]#[N:53].[F:1][C:2]([C:3](=[O:4])[O-:5])([F:6])[F:7].[O:36]=[CH:37][N:38]([CH3:39])[CH3:40].[OH2:50]>>[F:1][C:2]([C:3](=[O:4])[O-:5])([F:6])[F:7].[O:10]=[C:11]1[NH:13][CH:14]([CH3:15])[C:16](=[O:17])[N:18]1[c:19]1[cH:20][c:21]([CH2:22][c:23]2[c:24]([CH3:31])[c:25]([CH3:30])[c:26](=[O:29])[nH:27][nH+:28]2)[cH:32][cH:33][c:34]1[F:35]. Reactants: N#Cc1cccc(C(N)=O)c1, O=N[O-], [Na+], O=S(=O)(O)O. The product is N#Cc1cccc(C(=O)O)c1. Reaction SMILES: [C:5](#[N:6])[c:7]1[cH:8][c:9]([C:10](=[O:11])[NH2:12])[cH:13][cH:14][cH:15]1.[N:1](=[O:2])[O-:3].[Na+:4].[S:16](=[O:17])(=[O:18])([OH:19])[OH:20]>>[OH:2][C:10]([c:9]1[cH:8][c:7]([C:5]#[N:6])[cH:15][cH:14][cH:13]1)=[O:11].